This data is from the Open Reaction Database (ORD), a public repository of structured organic reaction records. The task is: describe an organic reaction: reactants, conditions, products, and yield Reactants: C (charcoal), C(C(=C)C)(=O)OC12CC3(CC(CC(C1)C3)C2)O (3-hydroxyadamantan-1-yl methacrylate), CC1(OC(=CC(O1)=O)C)C (2,2,6-trimethyl-4H-1,3-dioxin-4-one). Reagents/catalysts: COP(=S)(OC)OC1=CC=C(C=C1)C#N (CYANOX). Solvent: C1(=CC=CC=C1)C (toluene), C1(=CC=CC=C1)C (toluene). Run at temperature 110 celsius, time 8 hour. Product: C(C(=C)C)(=O)OC12CC3(CC(CC(C1)C3)C2)OC(CC(=O)C)=O (3-acetoacetoxyadamantan-1-yl methacrylate). Yield: 90.0%. As a reaction SMILES: [C:1]([O:6][C:7]12[CH2:16][CH:11]3[CH2:12][CH:13]([CH2:15][C:9]([OH:17])([CH2:10]3)[CH2:8]1)[CH2:14]2)(=[O:5])[C:2]([CH3:4])=[CH2:3].CC1(C)[O:24][C:23](=O)[CH:22]=[C:21]([CH3:26])[O:20]1.C>C1(C)C=CC=CC=1.COP(OC1C=CC(C#N)=CC=1)(OC)=S>[C:1]([O:6][C:7]12[CH2:14][CH:13]3[CH2:12][CH:11]([CH2:10][C:9]([O:17][C:23](=[O:24])[CH2:22][C:21]([CH3:26])=[O:20])([CH2:15]3)[CH2:8]1)[CH2:16]2)(=[O:5])[C:2]([CH3:4])=[CH2:3]. Procedure details: 3-(Acetoacetyloxy)adamantyl methacrylate (AAHAMA) was prepared according to the following procedure. 65.6 g of 3-hydroxyadamantan-1-yl methacrylate (HAMA) (277.6 mmol) and 42.1 g of 95% pure 2,2,6-trimethyl-4H-1,3-dioxin-4-one (277.6 mmol) were mixed with 0.2 g of CYANOX® 1790 inhibitor in 400 ml of toluene. After refluxing (110° C.) for 4 hours, the reaction was cooled, 10 g of activated charcoal and 400 ml of toluene were added, and the mixture stirred overnight. After filtration, another 10 g... The reactants are ClCC1=CC=CC2=CC=CC=C12 (1-chloromethylnaphthalene), C1(=CC=CC=C1)P(C1=CC=CC=C1)C1=CC=CC=C1 (triphenylphosphine), [Cl-].[PH4+] (phosphonium chloride). Run in C(C)#N (acetonitrile). Conditions: time 5 hour. The product is [Cl-].C1(=CC=CC2=CC=CC=C12)C[P+](C1=CC=CC=C1)(C1=CC=CC=C1)C1=CC=CC=C1 (1-Naphthylmethyltriphenylphosphonium chloride). RXN SMILES: [Cl:1][CH2:2][C:3]1[C:12]2[C:7](=[CH:8][CH:9]=[CH:10][CH:11]=2)[CH:6]=[CH:5][CH:4]=1.[C:13]1([P:19]([C:26]2[CH:31]=[CH:30][CH:29]=[CH:28][CH:27]=2)[C:20]2[CH:25]=[CH:24][CH:23]=[CH:22][CH:21]=2)[CH:18]=[CH:17][CH:16]=[CH:15][CH:14]=1.[Cl-].[PH4+]>C(#N)C>[Cl-:1].[C:3]1([CH2:2][P+:19]([C:20]2[CH:21]=[CH:22][CH:23]=[CH:24][CH:25]=2)([C:26]2[CH:31]=[CH:30][CH:29]=[CH:28][CH:27]=2)[C:13]2[CH:14]=[CH:15][CH:16]=[CH:17][CH:18]=2)[C:12]2[C:7](=[CH:8][CH:9]=[CH:10][CH:11]=2)[CH:6]=[CH:5][CH:4]=1 |f:2.3,5.6|. Procedure details: 340 g (1.93 mol) of 1-chloromethylnaphthalene (Aldrich) are dissolved together with 505.7 g (1.93 mol) of triphenylphosphine in 2 l of acetonitrile. The mixture is subsequently boiled at reflux with stirring for 5 hours. The phosphonium chloride begins to precipitate out after about 2 hours. The mixture is left to cool at room temperature and the crystals are filtered off with suction.